This data is from the Open Reaction Database (ORD), a public repository of structured organic reaction records. The task is: describe an organic reaction: reactants, conditions, products, and yield The reactants are Cl (HCl), C(C)(C)(C)OC(=O)N1CCC(CC1)N1N=NC(=C1)C1=CC=2C(CCC(C2C=C1)(C)C)(C)C (4-[4-(5,5,8,8-tetramethyl-5,6,7,8-tetrahydronaphthalen-2-yl)-1,2,3-triazol-1-yl]piperidine-1-carboxylic acid tert-butyl ester). Solvent: O1CCOCC1 (dioxane). Yields the product CC1(C=2C=CC(=CC2C(CC1)(C)C)C=1N=NN(C1)C1CCNCC1)C (4-[4-(5,5,8,8-tetramethyl-5,6,7,8-tetrahydronaphthalen-2-yl)-1,2,3-triazol-1-yl]piperidine). RXN SMILES: Cl.C(OC([N:9]1[CH2:14][CH2:13][CH:12]([N:15]2[CH:19]=[C:18]([C:20]3[CH:29]=[CH:28][C:27]4[C:26]([CH3:31])([CH3:30])[CH2:25][CH2:24][C:23]([CH3:33])([CH3:32])[C:22]=4[CH:21]=3)[N:17]=[N:16]2)[CH2:11][CH2:10]1)=O)(C)(C)C>O1CCOCC1>[CH3:30][C:26]1([CH3:31])[CH2:25][CH2:24][C:23]([CH3:32])([CH3:33])[C:22]2[CH:21]=[C:20]([C:18]3[N:17]=[N:16][N:15]([CH:12]4[CH2:13][CH2:14][NH:9][CH2:10][CH2:11]4)[CH:19]=3)[CH:29]=[CH:28][C:27]1=2. Procedure details: The protecting group was cleaved off as already described using HCl in dioxane starting from 120 mg (0.27 mmol) of 4-[4-(5,5,8,8-tetramethyl-5,6,7,8-tetrahydronaphthalen-2-yl)-1,2,3-triazol-1-yl]piperidine-1-carboxylic acid tert-butyl ester from step a. The product was purified by means of preparative HPLC and is in the form of the hydrochloride. The reactants are C(CCC)C1(C(=O)OC(C1)=O)CCCC (2,2-dibutylsuccinic acid anhydride), FC1=CC=C2C=CC(=NC2=C1)COC=1C=C(N)C=CC1 (3-(7-fluoro-2-quinolinylmethoxy)aniline). Product: FC1=CC=C2C=CC(=NC2=C1)COC=1C=C(C=CC1)NC(CC(C(=O)O)(CCCC)CCCC)=O (4-[3-(7-fluoro-2-quinolinylmethoxy)phenylamino]-2,2-dibutyl-4-oxobutanoic acid). RXN SMILES: [CH2:1]([C:5]1([CH2:12][CH2:13][CH2:14][CH3:15])[CH2:10][C:9](=[O:11])[O:8][C:6]1=[O:7])[CH2:2][CH2:3][CH3:4].[F:16][C:17]1[CH:26]=[C:25]2[C:20]([CH:21]=[CH:22][C:23]([CH2:27][O:28][C:29]3[CH:30]=[C:31]([CH:33]=[CH:34][CH:35]=3)[NH2:32])=[N:24]2)=[CH:19][CH:18]=1>>[F:16][C:17]1[CH:26]=[C:25]2[C:20]([CH:21]=[CH:22][C:23]([CH2:27][O:28][C:29]3[CH:30]=[C:31]([NH:32][C:9](=[O:11])[CH2:10][C:5]([CH2:12][CH2:13][CH2:14][CH3:15])([CH2:1][CH2:2][CH2:3][CH3:4])[C:6]([OH:8])=[O:7])[CH:33]=[CH:34][CH:35]=3)=[N:24]2)=[CH:19][CH:18]=1. Procedure: The title compound is prepared analogously to the compound described in Example 20 from 2,2-dibutylsuccinic acid anhydride (prepared analogously to the instructions of H. Le Moal et al. Bull. Soc. Chim. 1964, 579 and 828) and 3-(7-fluoro-2-quinolinylmethoxy)aniline; beige crystals of m.p. 156°-157°. Run at temperature 90 celsius, time 8 hour. Product: CC(C#N)CN1N=CC(=C1)B1OC(C(O1)(C)C)(C)C (2-methyl-3-[4-(4,4,5,5-tetramethyl-1,3,2-dioxaborolan-2-yl)-1H-pyrazol-1-yl]propanenitrile). Procedure details: A mixture of 4-(4,4,5,5-tetramethyl-1,3,2-dioxaborolan-2-yl)-1H-pyrazole (0.050 g, 0.26 mmol), 3-chloro-2-methylpropanenitrile (27 uL, 0.28 mmol, Aldrich, Cat. No. 150428), and cesium carbonate (250 mg, 0.77 mmol) in acetonitrile (1 mL) in a sealed reaction vial was stirred at 90° C. overnight. After cooling it was diluted with ethyl acetate. Then the organic solution was washed with water, brine; dried over Na2SO4. After filtration the filtrate was concentrated to yield 41 mg product. It was di... Solvent: C(C)(=O)OCC (ethyl acetate), C(C)#N (acetonitrile). The reactants are CC1(OB(OC1(C)C)C=1C=NNC1)C (4-(4,4,5,5-tetramethyl-1,3,2-dioxaborolan-2-yl)-1H-pyrazole), ClCC(C#N)C (3-chloro-2-methylpropanenitrile), C([O-])([O-])=O.[Cs+].[Cs+] (cesium carbonate). As a reaction SMILES: [CH3:1][C:2]1([CH3:14])[C:6]([CH3:8])([CH3:7])[O:5][B:4]([C:9]2[CH:10]=[N:11][NH:12][CH:13]=2)[O:3]1.Cl[CH2:16][CH:17]([CH3:20])[C:18]#[N:19].C(=O)([O-])[O-].[Cs+].[Cs+]>C(#N)C.C(OCC)(=O)C>[CH3:16][CH:17]([CH2:20][N:12]1[CH:13]=[C:9]([B:4]2[O:5][C:6]([CH3:7])([CH3:8])[C:2]([CH3:14])([CH3:1])[O:3]2)[CH:10]=[N:11]1)[C:18]#[N:19] |f:2.3.4|.